From a dataset of the Open Reaction Database (ORD), a public repository of structured organic reaction records. describe an organic reaction: reactants, conditions, products, and yield Reactants: CCCCCCNC(=O)Nc1ccc(S(=O)(=O)Nc2ccc(N3CCC(=O)CC3)cc2)cc1, NCC(O)COc1cccc2[nH]c(=O)[nH]c12. The product is CCCCCCNC(=O)Nc1ccc(S(=O)(=O)Nc2ccc(N3CCC(NCC(O)COc4cccc5[nH]c(=O)[nH]c45)CC3)cc2)cc1. As a reaction SMILES: [CH2:1]([CH2:2][CH2:3][CH2:4][CH2:5][CH3:6])[NH:7][C:8]([NH:9][c:10]1[cH:11][cH:12][c:13]([S:16](=[O:17])(=[O:18])[NH:19][c:20]2[cH:21][cH:22][c:23]([N:26]3[CH2:27][CH2:28][C:29](=[O:32])[CH2:30][CH2:31]3)[cH:24][cH:25]2)[cH:14][cH:15]1)=[O:33].[OH:34][CH:35]([CH2:36][O:37][c:38]1[cH:39][cH:40][cH:41][c:42]2[nH:43][c:44](=[O:47])[nH:45][c:46]12)[CH2:48][NH2:49]>>[CH2:1]([CH2:2][CH2:3][CH2:4][CH2:5][CH3:6])[NH:7][C:8]([NH:9][c:10]1[cH:11][cH:12][c:13]([S:16](=[O:17])(=[O:18])[NH:19][c:20]2[cH:21][cH:22][c:23]([N:26]3[CH2:27][CH2:28][CH:29]([NH:49][CH2:48][CH:35]([OH:34])[CH2:36][O:37][c:38]4[cH:39][cH:40][cH:41][c:42]5[nH:43][c:44](=[O:47])[nH:45][c:46]45)[CH2:30][CH2:31]3)[cH:24][cH:25]2)[cH:14][cH:15]1)=[O:33]. Reactants: O=C(Cl)c1ccc2c(C3CCCCC3)c3n(c2c1)CCOc1ccccc1-3, ClC(Cl)Cl, Cl, COC(=O)C(N)Cc1ccc(O)cc1. Product: COC(=O)C(Cc1ccc(O)cc1)NC(=O)c1ccc2c(C3CCCCC3)c3n(c2c1)CCOc1ccccc1-3. Reaction SMILES: [CH:1]1([c:7]2[c:8]3[c:9]([n:10]4[c:16]2-[c:15]2[c:14]([cH:20][cH:19][cH:18][cH:17]2)[O:13][CH2:12][CH2:11]4)[cH:21][c:22]([C:25](=[O:26])[Cl:27])[cH:23][cH:24]3)[CH2:2][CH2:3][CH2:4][CH2:5][CH2:6]1.[CH:43]([Cl:44])([Cl:45])[Cl:46].[ClH:42].[NH2:28][CH:29]([C:30](=[O:31])[O:32][CH3:33])[CH2:34][c:35]1[cH:36][cH:37][c:38]([OH:41])[cH:39][cH:40]1>>[CH:1]1([c:7]2[c:8]3[c:9]([n:10]4[c:16]2-[c:15]2[c:14]([cH:20][cH:19][cH:18][cH:17]2)[O:13][CH2:12][CH2:11]4)[cH:21][c:22]([C:25](=[O:26])[NH:28][CH:29]([C:30](=[O:31])[O:32][CH3:33])[CH2:34][c:35]2[cH:36][cH:37][c:38]([OH:41])[cH:39][cH:40]2)[cH:23][cH:24]3)[CH2:2][CH2:3][CH2:4][CH2:5][CH2:6]1.